Dataset: the Open Reaction Database (ORD), a public repository of structured organic reaction records. Task: describe an organic reaction: reactants, conditions, products, and yield Reactants: CC(=O)O, CCOC(C)=O, Cc1c2c(nn1-c1cc([N+](=O)[O-])c(Cl)cc1F)CCCC2, [Fe]. Yields the product Cc1c2c(nn1-c1cc(N)c(Cl)cc1F)CCCC2. As a reaction SMILES: [CH3:22][C:23](=[O:24])[OH:25].[CH3:26][CH2:27][O:28][C:29](=[O:30])[CH3:31].[Cl:1][c:2]1[cH:3][c:4]([F:21])[c:5](-[n:11]2[n:12][c:13]3[c:18]([c:19]2[CH3:20])[CH2:17][CH2:16][CH2:15][CH2:14]3)[cH:6][c:7]1[N+:8]([O-:9])=[O:10].[Fe:32]>>[Cl:1][c:2]1[cH:3][c:4]([F:21])[c:5](-[n:11]2[n:12][c:13]3[c:18]([c:19]2[CH3:20])[CH2:17][CH2:16][CH2:15][CH2:14]3)[cH:6][c:7]1[NH2:8].